Dataset: the Open Reaction Database (ORD), a public repository of structured organic reaction records. Task: describe an organic reaction: reactants, conditions, products, and yield Reactants: C(C1=CC=CC=C1)N1C[C@@H]([C@H](C1)C1=CC(=C(C=C1)Cl)F)[C@H](C)O ((S)-1-[(3R,4S)-1-benzyl-4-(4-chloro-3-fluoro-phenyl)-pyrrolidin-3-yl]-ethanol), [H-].[Na+] (NaH), ClC1=NC=C(C#N)C=C1 (6-chloro-nicotinonitrile). Solvent: CN(C)C=O (DMF), CN(C)C=O (DMF). Reaction conditions: time 30 minute. Yields the product C(C1=CC=CC=C1)N1C[C@@H]([C@H](C1)C1=CC(=C(C=C1)Cl)F)[C@H](C)OC1=NC=C(C#N)C=C1 (6-{(S)-1-[(3R,4S)-1-Benzyl-4-(4-chloro-3-fluoro-phenyl)-pyrrolidin-3-yl]-ethoxy}-nicotinonitrile). The yield is 88.2%. RXN SMILES: [CH2:1]([N:8]1[CH2:12][C@H:11]([C:13]2[CH:18]=[CH:17][C:16]([Cl:19])=[C:15]([F:20])[CH:14]=2)[C@@H:10]([C@@H:21]([OH:23])[CH3:22])[CH2:9]1)[C:2]1[CH:7]=[CH:6][CH:5]=[CH:4][CH:3]=1.[H-].[Na+].Cl[C:27]1[CH:34]=[CH:33][C:30]([C:31]#[N:32])=[CH:29][N:28]=1>CN(C=O)C>[CH2:1]([N:8]1[CH2:12][C@H:11]([C:13]2[CH:18]=[CH:17][C:16]([Cl:19])=[C:15]([F:20])[CH:14]=2)[C@@H:10]([C@@H:21]([O:23][C:27]2[CH:34]=[CH:33][C:30]([C:31]#[N:32])=[CH:29][N:28]=2)[CH3:22])[CH2:9]1)[C:2]1[CH:3]=[CH:4][CH:5]=[CH:6][CH:7]=1 |f:1.2|. Procedure details: To a stirred solution of 88 mg (0.26 mmol) of (S)-1-[(3R,4S)-1-benzyl-4-(4-chloro-3-fluoro-phenyl)-pyrrolidin-3-yl]-ethanol in DMF (6 mL) was added NaH (19 mg, 0.40 mmol). The reaction mixture was stirred at RT for 30 minutes, and then at 50° C. for 20 minutes. A solution of 6-chloro-nicotinonitrile (45 mg, 0.32 mmol) in DMF (2 mL) was added dropwise and stirring was continued 3 hours at 50° C. The reaction mixture was concentrated under vacuo. Extraction with EtOAc/H2O, followed by column chrom... Reactants: COC(=O)c1nccc2c1ncn2-c1ccc([N+](=O)[O-])cc1, CN(C)CCN, CO. Product: CN(C)CCNC(=O)c1nccc2c1ncn2-c1ccc([N+](=O)[O-])cc1. RXN SMILES: [CH3:1][O:2][C:3](=[O:4])[c:5]1[n:6][cH:7][cH:8][c:9]2[c:10]1[n:11][cH:12][n:13]2-[c:14]1[cH:15][cH:16][c:17]([N+:20](=[O:21])[O-:22])[cH:18][cH:19]1.[CH3:23][N:24]([CH2:25][CH2:26][NH2:27])[CH3:28].[CH3:29][OH:30]>>[C:3](=[O:4])([c:5]1[n:6][cH:7][cH:8][c:9]2[c:10]1[n:11][cH:12][n:13]2-[c:14]1[cH:15][cH:16][c:17]([N+:20](=[O:21])[O-:22])[cH:18][cH:19]1)[NH:27][CH2:26][CH2:25][N:24]([CH3:23])[CH3:28]. The reactants are Cl.ClCCN (2-chloroethylamine HCl), ClC1=CC=C(C=C1)S(=O)(=O)Cl (4-chlorobenzenesulfonyl chloride), N1=CC=CC=C1 (pyridine), Cl (HCl). Run in ClCCl (dichloro-methane), O (water), ClCCl (dichloromethane). Reaction conditions: time 10 minute. Product: ClCCC1(CC=C(C=C1)Cl)S(=O)(=O)N (1-(2-chloroethyl)-4-chlorobenzenesulfonamide). RXN SMILES: Cl.[Cl:2][CH2:3][CH2:4]N.[N:6]1C=CC=CC=1.[Cl:12][C:13]1[CH:18]=[CH:17][C:16]([S:19](Cl)(=[O:21])=[O:20])=[CH:15][CH:14]=1.Cl>ClCCl.O>[Cl:2][CH2:3][CH2:4][C:16]1([S:19]([NH2:6])(=[O:21])=[O:20])[CH:17]=[CH:18][C:13]([Cl:12])=[CH:14][CH2:15]1 |f:0.1|. Procedure: 11.6 g (100 mmol) of 2-chloroethylamine HCl were suspended in dichloromethane. 13.8 g (175 mmol) of pyridine were added, the mixture was stirred for 10 minutes and then 15.8 g (75 mmol) of 4-chlorobenzenesulfonyl chloride, dissolved in dichloro-methane, were added dropwise. The reaction mixture was heated under reflux for 8-10 hours, then treated with water and adjusted to a pH of 1-2 using HCl. The organic phase was washed three times with 3% strength HCl and the aqueous phase was extracted by ... Starting materials: N1=C(C=CC=C1)OCCCCNC(P(OCC)(OCC)=O)P(OCC)(OCC)=O (tetraethyl 4-(2-pyridyloxy)butylaminomethylenebisphosphonate), Cl (hydrochloric acid). Product: O.Cl.N1=C(C=CC=C1)OCCCCNC(P(O)(O)=O)P(O)(O)=O.N1=C(C=CC=C1)OCCCCNC(P(O)(O)=O)P(O)(O)=O.Cl (4-(2-pyridyloxy)butylaminomethylenebisphosphonic acid hydrochloride hemihydrate). Yield: 65.0%. As a reaction SMILES: [N:1]1[CH:6]=[CH:5][CH:4]=[CH:3][C:2]=1[O:7][CH2:8][CH2:9][CH2:10][CH2:11][NH:12][CH:13]([P:22](=[O:29])([O:26]CC)[O:23]CC)[P:14](=[O:21])([O:18]CC)[O:15]CC.[ClH:30]>>[OH2:7].[ClH:30].[N:1]1[CH:6]=[CH:5][CH:4]=[CH:3][C:2]=1[O:7][CH2:8][CH2:9][CH2:10][CH2:11][NH:12][CH:13]([P:22](=[O:23])([OH:26])[OH:29])[P:14](=[O:15])([OH:18])[OH:21].[N:1]1[CH:6]=[CH:5][CH:4]=[CH:3][C:2]=1[O:7][CH2:8][CH2:9][CH2:10][CH2:11][NH:12][CH:13]([P:22](=[O:23])([OH:26])[OH:29])[P:14](=[O:15])([OH:18])[OH:21].[ClH:30] |f:2.3.4.5.6|. Procedure details: A mixture of tetraethyl 4-(2-pyridyloxy)butylaminomethylenebisphosphonate (0.85 g) and conc. hydrochloric acid (10 ml) was heated for 2 hours under reflux. The reaction mixture was concentrated under reduced pressure. The concentrate was treated with methanol to give a solid matter, which was recrystallized from water-methanol to give 4-(2-pyridyloxy)butylaminomethylenebisphosphonic acid hydrochloride hemihydrate (0.471 g, 65%), m.p. 155° C. to 157° C. Starting materials: C=NN1CCc2ccccc2C1, O=NN1CCc2ccccc2C1. Product: CNN1CCc2ccccc2C1. RXN SMILES: [CH2:1]=[N:2][N:3]1[CH2:4][c:5]2[cH:6][cH:7][cH:8][cH:9][c:10]2[CH2:11][CH2:12]1.[N:13]([N:14]1[CH2:15][CH2:16][c:17]2[c:18]([cH:19][cH:20][cH:21][cH:22]2)[CH2:23]1)=[O:24]>>[CH3:1][NH:2][N:3]1[CH2:4][c:5]2[cH:6][cH:7][cH:8][cH:9][c:10]2[CH2:11][CH2:12]1. Reactants: BrBr, COc1cc(OC)cc(C(=O)Nc2ccc(Cl)c(C(C)=O)c2)c1. Product: COc1cc(OC)cc(C(=O)Nc2ccc(Cl)c(C(=O)CBr)c2)c1. As a reaction SMILES: [Br:24][Br:25].[C:1]([CH3:2])(=[O:3])[c:4]1[cH:5][c:6]([NH:11][C:12]([c:13]2[cH:14][c:15]([O:21][CH3:22])[cH:16][c:17]([O:19][CH3:20])[cH:18]2)=[O:23])[cH:7][cH:8][c:9]1[Cl:10]>>[C:1]([CH2:2][Br:24])(=[O:3])[c:4]1[cH:5][c:6]([NH:11][C:12]([c:13]2[cH:14][c:15]([O:21][CH3:22])[cH:16][c:17]([O:19][CH3:20])[cH:18]2)=[O:23])[cH:7][cH:8][c:9]1[Cl:10]. Starting materials: C(CCCCCCCCCCC)S (1-dodecanthiol), [Na] (sodium), CC1(NC(CC(C1)N(C1CC(NC(C1)(C)C)(C)C)C1=NC(=NC(=N1)N(C1CC(NC(C1)(C)C)(C)C)C1CC(NC(C1)(C)C)(C)C)Cl)(C)C)C (2,4-bis[N,N-bis(2,2,6,6-tetramethyl-4-piperidyl)amino]-6-chloro-1,3,5-triazine). Solvent: C=1(C(=CC=CC1)C)C (xylene). Yields the product CC1(NC(CC(C1)N(C1CC(NC(C1)(C)C)(C)C)C1=NC(=NC(=N1)N(C1CC(NC(C1)(C)C)(C)C)C1CC(NC(C1)(C)C)(C)C)SCCCCCCCCCCCC)(C)C)C (2,4-bis[N,N-bis(2,2,6,6-tetramethyl-4-piperidyl)amino]-6-[n-dodecylthio]-1,3,5-triazine). RXN SMILES: [CH2:1]([SH:13])[CH2:2][CH2:3][CH2:4][CH2:5][CH2:6][CH2:7][CH2:8][CH2:9][CH2:10][CH2:11][CH3:12].[Na].[CH3:15][C:16]1([CH3:63])[CH2:21][CH:20]([N:22]([C:33]2[N:38]=[C:37]([N:39]([CH:50]3[CH2:55][C:54]([CH3:57])([CH3:56])[NH:53][C:52]([CH3:59])([CH3:58])[CH2:51]3)[CH:40]3[CH2:45][C:44]([CH3:47])([CH3:46])[NH:43][C:42]([CH3:49])([CH3:48])[CH2:41]3)[N:36]=[C:35](Cl)[N:34]=2)[CH:23]2[CH2:28][C:27]([CH3:30])([CH3:29])[NH:26][C:25]([CH3:32])([CH3:31])[CH2:24]2)[CH2:19][C:18]([CH3:62])([CH3:61])[NH:17]1>C1(C)C(C)=CC=CC=1>[CH3:58][C:52]1([CH3:59])[CH2:51][CH:50]([N:39]([C:37]2[N:38]=[C:33]([N:22]([CH:23]3[CH2:28][C:27]([CH3:30])([CH3:29])[NH:26][C:25]([CH3:32])([CH3:31])[CH2:24]3)[CH:20]3[CH2:21][C:16]([CH3:15])([CH3:63])[NH:17][C:18]([CH3:62])([CH3:61])[CH2:19]3)[N:34]=[C:35]([S:13][CH2:1][CH2:2][CH2:3][CH2:4][CH2:5][CH2:6][CH2:7][CH2:8][CH2:9][CH2:10][CH2:11][CH3:12])[N:36]=2)[CH:40]2[CH2:41][C:42]([CH3:48])([CH3:49])[NH:43][C:44]([CH3:46])([CH3:47])[CH2:45]2)[CH2:55][C:54]([CH3:57])([CH3:56])[NH:53]1 |^1:13|. Procedure details: Following the procedure described in Example 11 and using 20.3 g (0.11 mol) of 1-dodecanthiol, 2.53 g (0.11 mol) of sodium and 70.25 g (0.1 mol) of 2,4-bis[N,N-bis(2,2,6,6-tetramethyl-4-piperidyl)amino]-6-chloro-1,3,5-triazine in 250 ml of xylene, the product of melting point 168°-170° C. is obtained.